From a dataset of the Open Reaction Database (ORD), a public repository of structured organic reaction records. describe an organic reaction: reactants, conditions, products, and yield Reactants: C1CCOC1, COC(=O)c1ccc(OCC2CC(F)CN2C(=O)Cc2ccc3nc(Nc4ccccc4C)oc3c2F)cc1, [Na+], [OH-]. Yields the product Cc1ccccc1Nc1nc2ccc(CC(=O)N3CC(F)CC3COc3ccc(C(=O)O)cc3)c(F)c2o1. RXN SMILES: [CH2:42]1[O:43][CH2:44][CH2:45][CH2:46]1.[F:1][c:2]1[c:3]([CH2:19][C:20](=[O:21])[N:22]2[CH:23]([CH2:28][O:29][c:30]3[cH:31][cH:32][c:33]([C:34](=[O:35])[O:36][CH3:37])[cH:38][cH:39]3)[CH2:24][CH:25]([F:27])[CH2:26]2)[cH:4][cH:5][c:6]2[n:7][c:8]([NH:11][c:12]3[c:13]([CH3:18])[cH:14][cH:15][cH:16][cH:17]3)[o:9][c:10]12.[Na+:41].[OH-:40]>>[F:1][c:2]1[c:3]([CH2:19][C:20](=[O:21])[N:22]2[CH:23]([CH2:28][O:29][c:30]3[cH:31][cH:32][c:33]([C:34](=[O:35])[OH:36])[cH:38][cH:39]3)[CH2:24][CH:25]([F:27])[CH2:26]2)[cH:4][cH:5][c:6]2[n:7][c:8]([NH:11][c:12]3[c:13]([CH3:18])[cH:14][cH:15][cH:16][cH:17]3)[o:9][c:10]12.